This data is from the Open Reaction Database (ORD), a public repository of structured organic reaction records. The task is: describe an organic reaction: reactants, conditions, products, and yield The reactants are O=C1N(CN(C(N1C)=O)C)C (2,4-dioxo-hexahydro-1,3,5-trimethyl-s-triazine), [Cl-] (chloride). The solvent is O (water). Yields the product [Cl-].O=C1[NH+](CN(C(N1C)=O)C)C (2,4-Dioxo-1,2,3,4-tetrahydro-1,3,5-trimethyl-s-triazinium chloride). RXN SMILES: [O:1]=[C:2]1[N:7]([CH3:8])[C:6](=[O:9])[N:5]([CH3:10])[CH2:4][N:3]1[CH3:11].[Cl-:12]>O>[Cl-:12].[O:1]=[C:2]1[N:7]([CH3:8])[C:6](=[O:9])[N:5]([CH3:10])[CH2:4][NH+:3]1[CH3:11] |f:3.4|. Procedure: 15.7 g (0.1 mol) of 2,4-dioxo-hexahydro-1,3,5-trimethyl-s-triazine are dissolved in 50 ml of water. 7 g (0.1 mol) of chloride are slowly passed into this solution. The temperature is kept at 25 -30° C by occassional cooling. The aqueous solution is then evaporated in vacuo, and 18 g (94%) of 2,4-dioxo-1,2,3,4-tetrahydro--1,3,5-s-triazinium chloride are thereby obtained as white crystals, which are strongly hygroscopic. Reactants: O=C1N(C(C2=CC=CC=C12)=O)OCC(=O)NOC ([(1,3-Dihydro-1,3-dioxo-2H isoindole-2-yl)oxy]-N-(methoxy) acetamide), NN (hydrazine), Cl (hydrochloric acid). Run in CO (methanol), CO (CH3OH), CO (CH3OH). Conditions: time 12 hour. The product is Cl.NOCC(=O)NOC (2-(aminooxy)-N-(methoxy)acetamide, hydrochloride). As a reaction SMILES: O=C1C2C(=CC=CC=2)C(=O)[N:3]1[O:12][CH2:13][C:14]([NH:16][O:17][CH3:18])=[O:15].NN.[ClH:21]>CO>[ClH:21].[NH2:3][O:12][CH2:13][C:14]([NH:16][O:17][CH3:18])=[O:15] |f:4.5|. Reported procedure: 2.5 g of [(1,3-Dihydro-1,3-dioxo-2H isoindole-2-yl)oxy]-N-(methoxy) acetamide made as in Example 2(a) is dissolved in 50 ml CH3OH at 0° C. with stirring. A solution of 0.35 g hydrazine in 10 ml methanol is added and stirring at 0° C. is continued for 12 hours. After this time an equivalent amount of hydrochloric acid in 5 ml CH3OH is added and the precipitate formed is filtered off. The mother liquor is evaporated to dryness and 2-(aminooxy)-N-(methoxy)acetamide, hydrochloride as a residual oil ... The reactants are OC1=C(C=C(C=C1)/C=C/CN1CCC(CC1)C1=CC=C(C=C1)OC1=CC=CC=C1)OC ((E)-1-[3-(4-hydroxy-3-methoxyphenyl)-2-propenyl]-4-(4-phenoxyphenyl)piperidine), C(C)I (ethyl iodide). Yields the product C(C)N1CCC(CC1)C1=CC=C(C=C1)OC1=CC=CC=C1 (1-ethyl-4-(4-phenoxyphenyl)piperidine). RXN SMILES: OC1C=CC(/C=[CH:9]/[CH2:10][N:11]2[CH2:16][CH2:15][CH:14]([C:17]3[CH:22]=[CH:21][C:20]([O:23][C:24]4[CH:29]=[CH:28][CH:27]=[CH:26][CH:25]=4)=[CH:19][CH:18]=3)[CH2:13][CH2:12]2)=CC=1OC.C(I)C>>[CH2:10]([N:11]1[CH2:16][CH2:15][CH:14]([C:17]2[CH:22]=[CH:21][C:20]([O:23][C:24]3[CH:29]=[CH:28][CH:27]=[CH:26][CH:25]=3)=[CH:19][CH:18]=2)[CH2:13][CH2:12]1)[CH3:9]. Reported procedure: The same procedure was followed as in Example 11 using the compound (9) synthesized in Example 2 and ethyl iodide to produce the above.